Dataset: the Open Reaction Database (ORD), a public repository of structured organic reaction records. Task: describe an organic reaction: reactants, conditions, products, and yield Reactants: [Br-].C(C(=O)C1=CC=CC=C1)[N+]1=CC=CC=C1 (1-phenacylpyridinium bromide), ClC1=CC=C(C=C1)C(C=CC1=CC=C(C=C1)N(C)C)=O (1-(4-chlorophenyl)-3-(4-dimethylaminophenyl)-1-oxoprop-2-ene), C(C)(=O)[O-].[NH4+] (ammonium acetate). Run in C(C)(=O)O (acetic acid). Yields the product CN(C1=CC=C(C=C1)C1=CC(=NC(=C1)C1=CC=CC=C1)C1=CC=C(C=C1)Cl)C (4-(4'-dimethylaminophenyl)-2-(4'-chlorophenyl)-6-phenylpyridine). RXN SMILES: [Br-].[CH2:2]([N+]1C=CC=CC=1)[C:3]([C:5]1[CH:10]=[CH:9][CH:8]=[CH:7][CH:6]=1)=O.[Cl:17][C:18]1[CH:23]=[CH:22][C:21]([C:24](=O)[CH:25]=[CH:26][C:27]2[CH:32]=[CH:31][C:30]([N:33]([CH3:35])[CH3:34])=[CH:29][CH:28]=2)=[CH:20][CH:19]=1.C([O-])(=O)C.[NH4+:41]>C(O)(=O)C>[CH3:34][N:33]([CH3:35])[C:30]1[CH:31]=[CH:32][C:27]([C:26]2[CH:2]=[C:3]([C:5]3[CH:10]=[CH:9][CH:8]=[CH:7][CH:6]=3)[N:41]=[C:24]([C:21]3[CH:22]=[CH:23][C:18]([Cl:17])=[CH:19][CH:20]=3)[CH:25]=2)=[CH:28][CH:29]=1 |f:0.1,3.4|. Procedure: 13.9 parts of 1-phenacylpyridinium bromide and 14.27 parts of 1-(4-chlorophenyl)-3-(4-dimethylaminophenyl)-1-oxoprop-2-ene are heated at 120° C. for 3.5 hours together with 34 parts of ammonium acetate in 50 parts of glacial acetic acid. Working up as described in Example 1 gives 4-(4'-dimethylaminophenyl)-2-(4'-chlorophenyl)-6-phenylpyridine in the form of a colorless powder, which dissolves in glacial acetic acid to give a yellow color (λmax: 425 nm). Reactants: COCC1=NC=CC=C1 (2-(Methoxymethyl)pyridine), C1(=CC=CC=C1)[Li] (phenyl lithium), Cl (hydrochloric acid), CN=C=S (methyl isothiocyanate). The solvent is C1=CC=CC=C1 (benzene), C1=CC=CC=C1.CCOCC (benzene ether), C1=CC=CC=C1 (benzene), O (water). Reaction conditions: time 30 minute. Product: COC(C(=S)NC)C1=NC=CC=C1 (2-methoxy-N-methyl-2-(2-pyridyl)thioacetamide). Reaction SMILES: [CH3:1][O:2][CH2:3][C:4]1[CH:9]=[CH:8][CH:7]=[CH:6][N:5]=1.C1([Li])C=CC=CC=1.[CH3:17][N:18]=[C:19]=[S:20].Cl>C1C=CC=CC=1.CCOCC.O.C1C=CC=CC=1>[CH3:1][O:2][CH:3]([C:4]1[CH:9]=[CH:8][CH:7]=[CH:6][N:5]=1)[C:19]([NH:18][CH3:17])=[S:20] |f:4.5|. Procedure details: 2-(Methoxymethyl)pyridine (4.4 g., 0.036 mole), dissolved in 25 ml. of dry benzene, is added dropwise to 20 ml. of 2M phenyl lithium (0.04 mole) in benzene/ether with cooling. The mixture is stirred for 30 minutes, then methyl isothiocyanate (2.6 g., 0.03 mole), dissolved in 40 ml. of dry benzene, is added dropwise with cooling. The resulting solution is stirred overnight. An equal volume of water is added and the solution is cooled and made acidic with 10% hydrochloric acid. The phases are sepa... Reactants: N1CCC(CC1)=O (4-piperidone), ClCCCCOCC1=CC=CC=C1 (1-chloro-4-benzyloxybutane). Yields the product C(C1=CC=CC=C1)OCCCCN1CCC(CC1)=O (1-(4-Benzyloxybutyl)-4-piperidone). RXN SMILES: [NH:1]1[CH2:6][CH2:5][C:4](=[O:7])[CH2:3][CH2:2]1.Cl[CH2:9][CH2:10][CH2:11][CH2:12][O:13][CH2:14][C:15]1[CH:20]=[CH:19][CH:18]=[CH:17][CH:16]=1>>[CH2:14]([O:13][CH2:12][CH2:11][CH2:10][CH2:9][N:1]1[CH2:6][CH2:5][C:4](=[O:7])[CH2:3][CH2:2]1)[C:15]1[CH:20]=[CH:19][CH:18]=[CH:17][CH:16]=1. Procedure details: 1-(4-Benzyloxybutyl)-4-piperidone is prepared from 4-piperidone and 1-chloro-4-benzyloxybutane essentially as described above in Example 38, Scheme C, step a. Starting materials: O (water), [H-].[Na+] (sodium hydride), [N+](=O)([O-])C1=C(CP(OC)(OC)=O)C=CC=C1 (dimethyl 2-nitrobenzylphosphonate), ClC1=C(C=O)C=CC=C1 (2-chlorobenzaldehyde). The solvent is O1CCCC1 (tetrahydrofuran), O1CCCC1 (tetrahydrofuran). Reaction conditions: time 17 hour. Product: ClC1=C(C=CC=C1)C=CC1=C(C=CC=C1)[N+](=O)[O-] (2-chloro-2'-nitrostilbene). Yield: 68.4%. RXN SMILES: [H-].[Na+].[N+:3]([C:6]1[CH:18]=[CH:17][CH:16]=[CH:15][C:7]=1[CH2:8]P(=O)(OC)OC)([O-:5])=[O:4].[Cl:19][C:20]1[CH:27]=[CH:26][CH:25]=[CH:24][C:21]=1[CH:22]=O.O>O1CCCC1>[Cl:19][C:20]1[CH:27]=[CH:26][CH:25]=[CH:24][C:21]=1[CH:22]=[CH:8][C:7]1[CH:15]=[CH:16][CH:17]=[CH:18][C:6]=1[N+:3]([O-:5])=[O:4] |f:0.1|. Procedure details: 1.63 g of 60 wt % sodium hydride were added to 20 ml of tetrahydrofuran under stirring at room temperature, followed by cooling thereof to 0° C. and drop-wise addition thereto of a solution of 8 g of dimethyl 2-nitrobenzylphosphonate in 20 ml of tetrahydrofuran. After completion of the drop-wise addition, the reaction mixture was stirred at 0° C. for 30 minutes, followed by drop-wise addition thereto of 6.2 g of 2-chlorobenzaldehyde. After completion of the drop-wise addition, the resulting mixt...